This data is from the Open Reaction Database (ORD), a public repository of structured organic reaction records. The task is: describe an organic reaction: reactants, conditions, products, and yield The reactants are ClC=1C=CC2=C(C(=NCC(N2)=O)C2=C(C=CC=C2)F)C1 (7-chloro-1,3-dihydro-5-(2-fluorophenyl)-2H-1,4-benzodiazepin-2-one), CN (methylamine), O (water). The reagents and catalysts are [Ti](Cl)(Cl)(Cl)Cl (titanium tetrachloride). Run in C1=CC=CC=C1 (benzene), O1CCCC1 (tetrahydrofuran), C1=CC=CC=C1 (benzene). The product is ClC=1C=CC2=C(C(=NCC(=N2)NC)C2=C(C=CC=C2)F)C1 (7-chloro-5-(2-fluorophenyl)-2-methylamino-3H-1,4-benzodiazepine). RXN SMILES: [Cl:1][C:2]1[CH:3]=[CH:4][C:5]2[NH:11][C:10](=O)[CH2:9][N:8]=[C:7]([C:13]3[CH:18]=[CH:17][CH:16]=[CH:15][C:14]=3[F:19])[C:6]=2[CH:20]=1.[CH3:21][NH2:22].O>O1CCCC1.C1C=CC=CC=1.[Ti](Cl)(Cl)(Cl)Cl>[Cl:1][C:2]1[CH:3]=[CH:4][C:5]2[N:11]=[C:10]([NH:22][CH3:21])[CH2:9][N:8]=[C:7]([C:13]3[CH:18]=[CH:17][CH:16]=[CH:15][C:14]=3[F:19])[C:6]=2[CH:20]=1. Procedure details: i. A solution of 200 g of 7-chloro-1,3-dihydro-5-(2-fluorophenyl)-2H-1,4-benzodiazepin-2-one in 2 liters of tetrahydrofuran and 250 ml of benzene was saturated with methylamine with cooling in an ice-bath. A solution of 190 g of titanium tetrachloride in 250 ml of benzene was added through a dropping funnel within 15 minutes. After completion of the addition, the mixture was stirred and refluxed for 3 hours. 600 ml of water were added slowly to the cooled mixture. The inorganic material was sepa... The reactants are O=C1CCC(=O)N1Br, CN(C)C=O, NC(=O)Nc1[nH]c2ccccc2c1C(N)=O. Product: NC(=O)Nc1[nH]c2cc(Br)ccc2c1C(N)=O. As a reaction SMILES: [Br:1][N:2]1[C:3](=[O:4])[CH2:5][CH2:6][C:7]1=[O:8].[CH3:25][N:26]([CH3:27])[CH:28]=[O:29].[NH2:9][C:10](=[O:11])[NH:12][c:13]1[nH:14][c:15]2[cH:16][cH:17][cH:18][cH:19][c:20]2[c:21]1[C:22](=[O:23])[NH2:24]>>[Br:1][c:17]1[cH:16][c:15]2[nH:14][c:13]([NH:12][C:10]([NH2:9])=[O:11])[c:21]([C:22](=[O:23])[NH2:24])[c:20]2[cH:19][cH:18]1. Reactants: O=C1C(C(=O)O)=CC(=CN1)C1=NC=NC=C1 (1,2-dihydro-2-oxo-5-(4-pyrimidinyl) nicotinic acid), CCOCC (ether). Solvent: N1=CC=CC2=CC=CC=C12 (quinoline). Reaction conditions: time 30 minute. The product is N1=CN=C(C=C1)C=1C=CC(NC1)=O (5-(4-pyrimidyl)-2(1H)-pyridone). Reaction SMILES: [O:1]=[C:2]1[NH:10][CH:9]=[C:8]([C:11]2[CH:16]=[CH:15][N:14]=[CH:13][N:12]=2)[CH:7]=[C:3]1C(O)=O.CCOCC>N1C2C(=CC=CC=2)C=CC=1>[N:14]1[CH:15]=[CH:16][C:11]([C:8]2[CH:7]=[CH:3][C:2](=[O:1])[NH:10][CH:9]=2)=[N:12][CH:13]=1. Procedure: A solution of 90.8 g of 1,2-dihydro-2-oxo-5-(4-pyrimidinyl) nicotinic acid in 900 ml of quinoline is refluxed overnight. The reaction mixture is cooled, poured into 1800 ml of anhydrous ether, stirred for 30 minutes, filtered and the filtered solid washed with 2 l of ether. The solid is dried, recrystallized from 100 ml of hot dimethylformamide and dried to yield 5-(4-pyrimidyl)-2(1H)-pyridone, M.P. >250° C. Starting materials: [BH4-], [Na+], C1CCOC1, O, COc1cc(C=O)ccc1OCc1coc(-c2ccco2)n1. Yields the product COc1cc(CO)ccc1OCc1coc(-c2ccco2)n1. As a reaction SMILES: [BH4-:23].[Na+:24].[O:26]1[CH2:27][CH2:28][CH2:29][CH2:30]1.[OH2:25].[o:1]1[c:2](-[c:6]2[o:7][cH:8][c:9]([CH2:11][O:12][c:13]3[c:14]([O:21][CH3:22])[cH:15][c:16]([CH:17]=[O:18])[cH:19][cH:20]3)[n:10]2)[cH:3][cH:4][cH:5]1>>[o:1]1[c:2](-[c:6]2[o:7][cH:8][c:9]([CH2:11][O:12][c:13]3[c:14]([O:21][CH3:22])[cH:15][c:16]([CH2:17][OH:18])[cH:19][cH:20]3)[n:10]2)[cH:3][cH:4][cH:5]1. Reactants: C=C(CCCC(=O)N1CCCC(C(=O)OC(C)(C)C)N1)C(=O)OCC, CCO, [Na+], [OH-], O. The product is C=C(CCCC(=O)N1CCCC(C(=O)OC(C)(C)C)N1)C(=O)O. As a reaction SMILES: [CH2:1]([CH3:2])[O:3][C:4](=[O:5])[C:6]([CH2:7][CH2:8][CH2:9][C:10](=[O:11])[N:12]1[NH:13][CH:14]([C:18](=[O:19])[O:20][C:21]([CH3:22])([CH3:23])[CH3:24])[CH2:15][CH2:16][CH2:17]1)=[CH2:25].[CH3:28][CH2:29][OH:30].[Na+:27].[OH-:26].[OH2:31]>>[O:3]=[C:4]([OH:5])[C:6]([CH2:7][CH2:8][CH2:9][C:10](=[O:11])[N:12]1[NH:13][CH:14]([C:18](=[O:19])[O:20][C:21]([CH3:22])([CH3:23])[CH3:24])[CH2:15][CH2:16][CH2:17]1)=[CH2:25]. The reactants are COC(=O)c1cccc2c(Br)cccc12, [C-]#N, N#C[Cu], [Na+], CN(C)C=O, O. The product is COC(=O)c1cccc2c(C#N)cccc12. As a reaction SMILES: [Br:1][c:2]1[c:3]2[cH:4][cH:5][cH:6][c:7]([C:12](=[O:13])[O:14][CH3:15])[c:8]2[cH:9][cH:10][cH:11]1.[C-:19]#[N:20].[Cu:16][C:17]#[N:18].[Na+:21].[O:22]=[CH:23][N:24]([CH3:25])[CH3:26].[OH2:27]>>[c:2]1([C:17]#[N:18])[c:3]2[cH:4][cH:5][cH:6][c:7]([C:12](=[O:13])[O:14][CH3:15])[c:8]2[cH:9][cH:10][cH:11]1.